From a dataset of the Open Reaction Database (ORD), a public repository of structured organic reaction records. describe an organic reaction: reactants, conditions, products, and yield Starting materials: solid, Cl.Cl.Cl.O1CCC=2C(=NC=CC21)N2CCN(CC2)CC[C@@H]2CC[C@H](CC2)N (trans-4-{2-[4-(2,3-dihydrofuro[3,2-c]pyridin-4-yl)-piperazin-1-yl]-ethyl}-cyclohexanamine trihydrochloride), Cl.Cl.Cl.O1CCC=2C(=NC=CC21)N2CCN(CC2)CC[C@@H]2CC[C@H](CC2)N (trans-4-{2-[4-(2,3-dihydrofuro[3,2-c]pyridin-4-yl)-piperazin-1-yl]-ethyl}-cyclohexanamine trihydrochloride), ClC1=C(C(=O)O)C=CC(=C1)Cl (2,4-dichloro-benzoic acid). The product is ClC1=C(C(=O)N[C@@H]2CC[C@H](CC2)CCN2CCN(CC2)C2=NC=CC3=C2CCO3)C=CC(=C1)Cl (trans-2,4-Dichloro-N-(4-{2-[4-(2,3-dihydro-furo[3,2-c]pyridin-4-yl)-piperazin-1-yl]-ethyl}-cyclohexyl)-benzamide). As a reaction SMILES: Cl.Cl.Cl.[O:4]1[C:12]2[CH:11]=[CH:10][N:9]=[C:8]([N:13]3[CH2:18][CH2:17][N:16]([CH2:19][CH2:20][C@H:21]4[CH2:26][CH2:25][C@H:24]([NH2:27])[CH2:23][CH2:22]4)[CH2:15][CH2:14]3)[C:7]=2[CH2:6][CH2:5]1.[Cl:28][C:29]1[CH:37]=[C:36]([Cl:38])[CH:35]=[CH:34][C:30]=1[C:31](O)=[O:32]>>[Cl:28][C:29]1[CH:37]=[C:36]([Cl:38])[CH:35]=[CH:34][C:30]=1[C:31]([NH:27][C@H:24]1[CH2:25][CH2:26][C@H:21]([CH2:20][CH2:19][N:16]2[CH2:17][CH2:18][N:13]([C:8]3[C:7]4[CH2:6][CH2:5][O:4][C:12]=4[CH:11]=[CH:10][N:9]=3)[CH2:14][CH2:15]2)[CH2:22][CH2:23]1)=[O:32] |f:0.1.2.3|. Reported procedure: The title compound, white solid (92 mg, 73%), MS (ISP) m/z=503.2 [(M+H)+], mp 203.5° C., was prepared in accordance with the general method of example 32 from trans-4-{2-[4-(2,3-dihydrofuro[3,2-c]pyridin-4-yl)-piperazin-1-yl]-ethyl}-cyclohexanamine trihydrochloride (intermediate C) (110 mg, 0.25 mmol) and 2,4-dichloro-benzoic acid. Reactants: O=C([O-])[O-], CN(C)C=O, COC(=O)c1cccc(-c2nc(CCl)c(C)o2)c1, [K+], [K+], COc1cc(C=O)ccc1O, O. The product is COC(=O)c1cccc(-c2nc(COc3ccc(C=O)cc3OC)c(C)o2)c1. As a reaction SMILES: [C:19](=[O:20])([O-:21])[O-:22].[CH3:36][N:37]([CH3:38])[CH:39]=[O:40].[Cl:1][CH2:2][c:3]1[n:4][c:5](-[c:9]2[cH:10][c:11]([C:12](=[O:13])[O:14][CH3:15])[cH:16][cH:17][cH:18]2)[o:6][c:7]1[CH3:8].[K+:23].[K+:24].[O:25]=[CH:26][c:27]1[cH:28][c:29]([O:30][CH3:31])[c:32]([OH:33])[cH:34][cH:35]1.[OH2:41]>>[CH2:2]([c:3]1[n:4][c:5](-[c:9]2[cH:10][c:11]([C:12](=[O:13])[O:14][CH3:15])[cH:16][cH:17][cH:18]2)[o:6][c:7]1[CH3:8])[O:33][c:32]1[c:29]([O:30][CH3:31])[cH:28][c:27]([CH:26]=[O:25])[cH:35][cH:34]1. Reactants: C1COCCN1, Cl, Cc1cc(Cl)cc(N)[n+]1[O-], O. Yields the product Cc1cc(N2CCOCC2)cc(N)[n+]1[O-]. As a reaction SMILES: [CH2:12]1[CH2:13][O:14][CH2:15][CH2:16][NH:17]1.[ClH:1].[NH2:2][c:3]1[n+:4]([O-:11])[c:5]([CH3:10])[cH:6][c:7]([Cl:9])[cH:8]1.[OH2:18]>>[NH2:2][c:3]1[n+:4]([O-:11])[c:5]([CH3:10])[cH:6][c:7]([N:17]2[CH2:12][CH2:13][O:14][CH2:15][CH2:16]2)[cH:8]1. Starting materials: C(C1=CC=CC=C1)(C1=CC=CC=C1)(C1=CC=CC=C1)NC=1SC=C(N1)/C(/C(=O)NC1[C@@H]2N(C(=C(CS2)CCl)C(=O)OCC2=CC=C(C=C2)OC)C1=O)=N/O[C@@H](C)C(=O)OC(C1=CC=CC=C1)C1=CC=CC=C1 (p-methoxybenzyl 7-[(Z)-2-(2-tritylaminothiazol-4-yl)-2-{(S)-1-diphenylmethoxycarbonylethoxyimino}acetamido]-3-chloromethyl-3-cephem-4-carboxylate), SC=1SC=2C=NC=CC2N1 (2-mercaptothiazolo[5,4-c]pyridine), SC=1SC2=C(C=NC=C2)N1 (2-mercaptothiazolo[4,5-c]pyridine). The product is C(C1=CC=CC=C1)(C1=CC=CC=C1)(C1=CC=CC=C1)NC=1SC=C(N1)/C(/C(=O)NC1[C@@H]2N(C(=C(CS2)CSC=2SC=3C=NC=CC3N2)C(=O)OCC2=CC=C(C=C2)OC)C1=O)=N/O[C@@H](C)C(=O)OC(C1=CC=CC=C1)C1=CC=CC=C1 (p-methoxybenzyl 7-[(Z)-2-(2-tritylaminothiazol-4-yl)-2-{(S)-1-diphenylmethoxycarbonylethoxyimino}acetamido]-3-(thiazolo[5,4-c]pyridin-2-yl)thiomethyl-3-cephem-4-carboxylate). Isolated yield 63.3%. Reaction SMILES: [C:1]([NH:20][C:21]1[S:22][CH:23]=[C:24](/[C:26](=[N:53]/[O:54][C@H:55]([C:57]([O:59][CH:60]([C:67]2[CH:72]=[CH:71][CH:70]=[CH:69][CH:68]=2)[C:61]2[CH:66]=[CH:65][CH:64]=[CH:63][CH:62]=2)=[O:58])[CH3:56])/[C:27]([NH:29][CH:30]2[C:51](=[O:52])[N:32]3[C:33]([C:39]([O:41][CH2:42][C:43]4[CH:48]=[CH:47][C:46]([O:49][CH3:50])=[CH:45][CH:44]=4)=[O:40])=[C:34]([CH2:37]Cl)[CH2:35][S:36][C@H:31]23)=[O:28])[N:25]=1)([C:14]1[CH:19]=[CH:18][CH:17]=[CH:16][CH:15]=1)([C:8]1[CH:13]=[CH:12][CH:11]=[CH:10][CH:9]=1)[C:2]1[CH:7]=[CH:6][CH:5]=[CH:4][CH:3]=1.[SH:73][C:74]1[S:75][C:76]2[CH:77]=[N:78][CH:79]=[CH:80][C:81]=2[N:82]=1.SC1SC2C=CN=CC=2N=1>>[C:1]([NH:20][C:21]1[S:22][CH:23]=[C:24](/[C:26](=[N:53]/[O:54][C@H:55]([C:57]([O:59][CH:60]([C:67]2[CH:72]=[CH:71][CH:70]=[CH:69][CH:68]=2)[C:61]2[CH:66]=[CH:65][CH:64]=[CH:63][CH:62]=2)=[O:58])[CH3:56])/[C:27]([NH:29][CH:30]2[C:51](=[O:52])[N:32]3[C:33]([C:39]([O:41][CH2:42][C:43]4[CH:48]=[CH:47][C:46]([O:49][CH3:50])=[CH:45][CH:44]=4)=[O:40])=[C:34]([CH2:37][S:73][C:74]4[S:75][C:76]5[CH:77]=[N:78][CH:79]=[CH:80][C:81]=5[N:82]=4)[CH2:35][S:36][C@H:31]23)=[O:28])[N:25]=1)([C:14]1[CH:19]=[CH:18][CH:17]=[CH:16][CH:15]=1)([C:8]1[CH:13]=[CH:12][CH:11]=[CH:10][CH:9]=1)[C:2]1[CH:7]=[CH:6][CH:5]=[CH:4][CH:3]=1. Procedure: Using 305 mg of p-methoxybenzyl 7-[(Z)-2-(2-tritylaminothiazol-4-yl)-2-{(S)-1-diphenylmethoxycarbonylethoxyimino}acetamido]-3-chloromethyl-3-cephem-4-carboxylate and 60 mg of 2-mercaptothiazolo[5,4-c]pyridine in place of p-methoxybenzyl 7-{(Z)-2-(2-tritylaminothiazol-4-yl)-2-methoxyiminoacetamido}-3-chloromethyl-3-cephem-4-carboxylate and 2-mercaptothiazolo[4,5-c]pyridine, respectively, the reaction and purification were carried out in the same manner as in Example 1(a) to obtain 218 mg of the t... Run in C(C)O (ethanol). The product is C(C)O[C@@H]1CC[C@H](CC1)N1CCC(CC1)=O (trans-1-(4-Ethoxycyclohexyl)-4-piperidone). Run at temperature 80 celsius. As a reaction SMILES: [I-].[CH2:2]([N+:4]1(C)[CH2:9][CH2:8][C:7](=[O:10])[CH2:6][CH2:5]1)[CH3:3].[CH2:12]([O:14][C@H:15]1[CH2:20]C[C@H](N)[CH2:17][CH2:16]1)[CH3:13].C(=O)([O-])[O-].[K+].[K+].O>C(O)C>[CH2:12]([O:14][C@H:15]1[CH2:20][CH2:3][C@H:2]([N:4]2[CH2:5][CH2:6][C:7](=[O:10])[CH2:8][CH2:9]2)[CH2:17][CH2:16]1)[CH3:13] |f:0.1,3.4.5|. Procedure: A mixture of 1-ethyl-4-piperidone methiodide (D9, 27 g), trans-4-ethoxycyclohexylamine (D65, 8.16 g, 0.065 mol), potassium carbonate (13.5 g), water (100 mL), and ethanol (200 mL) was heated for 3 hours at 80° C., then cooled overnight. The mixture was partitioned with aqueous sodium bicarbonate and dichloromethane. The dichloromethane layer was separated, washed with brine and solvent removed to give the title compound as an amber coloured oil (13.2 g). The yield is 90.1%. Reactants: [I-].C(C)[N+]1(CCC(CC1)=O)C (1-Ethyl-1-methyl-4-oxopiperidinium iodide), C(C)O[C@@H]1CC[C@H](CC1)N (trans-4-Ethoxycyclohexylamine), C([O-])([O-])=O.[K+].[K+] (potassium carbonate), O (water). Reactants: O=C([O-])[O-], CCO, Cc1ccccc1, CCCN(C(C)C)C1COc2cccc(OS(=O)(=O)C(F)(F)F)c2C1, [Cl-], [Li+], [Na+], [Na+], OB(O)c1ccccc1, c1ccc(P(c2ccccc2)(c2ccccc2)[Pd](P(c2ccccc2)(c2ccccc2)c2ccccc2)(P(c2ccccc2)(c2ccccc2)c2ccccc2)P(c2ccccc2)(c2ccccc2)c2ccccc2)cc1. Product: CCCN(C(C)C)C1COc2cccc(-c3ccccc3)c2C1. Reaction SMILES: [C:28](=[O:29])([O-:30])[O-:31].[CH3:127][CH2:128][OH:129].[CH3:43][c:44]1[cH:45][cH:46][cH:47][cH:48][cH:49]1.[CH:1]([CH3:2])([CH3:3])[N:4]([CH2:5][CH2:6][CH3:7])[CH:8]1[CH2:9][O:10][c:11]2[cH:12][cH:13][cH:14][c:15]([O:18][S:19]([C:20]([F:21])([F:22])[F:23])(=[O:24])=[O:25])[c:16]2[CH2:17]1.[Cl-:26].[Li+:27].[Na+:32].[Na+:33].[OH:34][B:35]([OH:36])[c:37]1[cH:38][cH:39][cH:40][cH:41][cH:42]1.[cH:50]1[cH:51][cH:52][c:53]([P:54]([Pd:55]([P:56]([c:57]2[cH:58][cH:59][cH:60][cH:61][cH:62]2)([c:63]2[cH:64][cH:65][cH:66][cH:67][cH:68]2)[c:69]2[cH:70][cH:71][cH:72][cH:73][cH:74]2)([P:75]([c:76]2[cH:77][cH:78][cH:79][cH:80][cH:81]2)([c:82]2[cH:83][cH:84][cH:85][cH:86][cH:87]2)[c:88]2[cH:89][cH:90][cH:91][cH:92][cH:93]2)[P:94]([c:95]2[cH:96][cH:97][cH:98][cH:99][cH:100]2)([c:101]2[cH:102][cH:103][cH:104][cH:105][cH:106]2)[c:107]2[cH:108][cH:109][cH:110][cH:111][cH:112]2)([c:113]2[cH:114][cH:115][cH:116][cH:117][cH:118]2)[c:119]2[cH:120][cH:121][cH:122][cH:123][cH:124]2)[cH:125][cH:126]1>>[CH:1]([CH3:2])([CH3:3])[N:4]([CH2:5][CH2:6][CH3:7])[CH:8]1[CH2:9][O:10][c:11]2[cH:12][cH:13][cH:14][c:15](-[c:37]3[cH:38][cH:39][cH:40][cH:41][cH:42]3)[c:16]2[CH2:17]1. Reactants: C1C(C)O1 (propylene oxide), [I-].C[S+](C)C (trimethyl sulfonium iodide), ClC1=C(OC=2C=CC(=C(C(=O)O)C2)[N+](=O)[O-])C=CC(=C1)C(F)(F)F (5-(2-chloro-4-trifluoromethylphenoxy)-2-nitro benzoic acid). The solvent is O1CCCC1 (tetrahydrofuran). Conditions: time 2 hour. Product: Trimethyl sulfonium 5-(2-chloro-4-trifluoro-methylphenoxy)-2-nitrobenzoate, ClC1=C(OC=2C=CC(=C(C(=O)[O-])C2)[N+](=O)[O-])C=CC(=C1)C(F)(F)F.C[S+](C)C (trimethyl sulfonium 5-(2-chloro-4-trifluoromethylphenoxy)-2-nitrobenzoate). RXN SMILES: C1OC1C.[I-].[CH3:6][S+:7]([CH3:9])[CH3:8].[Cl:10][C:11]1[CH:29]=[C:28]([C:30]([F:33])([F:32])[F:31])[CH:27]=[CH:26][C:12]=1[O:13][C:14]1[CH:15]=[CH:16][C:17]([N+:23]([O-:25])=[O:24])=[C:18]([CH:22]=1)[C:19]([OH:21])=[O:20]>O1CCCC1>[Cl:10][C:11]1[CH:29]=[C:28]([C:30]([F:31])([F:32])[F:33])[CH:27]=[CH:26][C:12]=1[O:13][C:14]1[CH:15]=[CH:16][C:17]([N+:23]([O-:25])=[O:24])=[C:18]([CH:22]=1)[C:19]([O-:21])=[O:20].[CH3:6][S+:7]([CH3:9])[CH3:8] |f:1.2,5.6|. Procedure: Trimethyl sulfonium 5-(2-chloro-4-trifluoro-methylphenoxy)-2-nitrobenzoate was prepared by adding an excess of propylene oxide to a solution of trimethyl sulfonium iodide and one equivalent of 5-(2-chloro-4-trifluoromethylphenoxy)-2-nitro benzoic acid in aqueous tetrahydrofuran at 35° C. After 2 hours, the volatile organic compounds were removed under reduced pressure. The remaining aqueous phase was shaken with ether, separated and the water was then removed under reduced pressure to yield trim... Starting materials: C#CC(NC(=O)OC(C)(C)C)C(C)O, CC(C)(C)[Si](C)(C)Cl, ClCCl, c1c[nH]cn1. The product is C#CC(NC(=O)OC(C)(C)C)C(C)O[Si](C)(C)C(C)(C)C. Reaction SMILES: [C:1](=[O:2])([O:3][C:4]([CH3:5])([CH3:6])[CH3:7])[NH:8][CH:9]([CH:10]([CH3:11])[OH:12])[C:13]#[CH:14].[C:20]([CH3:21])([CH3:22])([CH3:23])[Si:24]([CH3:25])([CH3:26])[Cl:27].[Cl:28][CH2:29][Cl:30].[nH:15]1[cH:16][cH:17][n:18][cH:19]1>>[C:1](=[O:2])([O:3][C:4]([CH3:5])([CH3:6])[CH3:7])[NH:8][CH:9]([CH:10]([CH3:11])[O:12][Si:24]([C:20]([CH3:21])([CH3:22])[CH3:23])([CH3:25])[CH3:26])[C:13]#[CH:14].